From a dataset of the Open Reaction Database (ORD), a public repository of structured organic reaction records. describe an organic reaction: reactants, conditions, products, and yield Reactants: ClC1=CC=C(CNC(=O)C=2C(C3=C(N(C2)C)C(=C(S3)CCl)C)=O)C=C1 (N-(4-chlorobenzyl)-2-(chloromethyl)-3,4-dimethyl-7-oxo-4,7-dihydrothieno[3,2-b]pyridine-6-carboxamide), CNCC(O)C1=CC(=C(C(=C1)F)F)F (2-(methylamino)-1-(3,4,5-trifluorophenyl)ethanol), C(C)(C)N(CC)C(C)C (diisopropylethylamine). The solvent is CN(C)C=O (DMF), O (water). Run at temperature 60 celsius, time 6 hour. The product is ClC1=CC=C(CNC(=O)C=2C(C3=C(N(C2)C)C(=C(S3)CN(C)CC(C3=CC(=C(C(=C3)F)F)F)O)C)=O)C=C1 (N-(4-chlorobenzyl)-2-{[[2-hydroxy-2-(3,4,5-trifluorophenyl)ethyl](methyl)amino]methyl}-3,4-dimethyl-7-oxo-4,7-dihydrothieno[3,2-b]pyridine-6-carboxamide). Yield: 50.4%. As a reaction SMILES: [Cl:1][C:2]1[CH:25]=[CH:24][C:5]([CH2:6][NH:7][C:8]([C:10]2[C:11](=[O:23])[C:12]3[S:19][C:18]([CH2:20]Cl)=[C:17]([CH3:22])[C:13]=3[N:14]([CH3:16])[CH:15]=2)=[O:9])=[CH:4][CH:3]=1.[CH3:26][NH:27][CH2:28][CH:29]([C:31]1[CH:36]=[C:35]([F:37])[C:34]([F:38])=[C:33]([F:39])[CH:32]=1)[OH:30].C(N(C(C)C)CC)(C)C>CN(C=O)C.O>[Cl:1][C:2]1[CH:25]=[CH:24][C:5]([CH2:6][NH:7][C:8]([C:10]2[C:11](=[O:23])[C:12]3[S:19][C:18]([CH2:20][N:27]([CH2:28][CH:29]([OH:30])[C:31]4[CH:32]=[C:33]([F:39])[C:34]([F:38])=[C:35]([F:37])[CH:36]=4)[CH3:26])=[C:17]([CH3:22])[C:13]=3[N:14]([CH3:16])[CH:15]=2)=[O:9])=[CH:4][CH:3]=1. Procedure: A mixture of N-(4-chlorobenzyl)-2-(chloromethyl)-3,4-dimethyl-7-oxo-4,7-dihydrothieno[3,2-b]pyridine-6-carboxamide (100 mg, 0.25 mmol), 2-(methylamino)-1-(3,4,5-trifluorophenyl)ethanol (Preparation 46)(77 mg, 0.38 mmol) and diisopropylethylamine (67 μL, 0.38 mmol) in dry DMF (5 mL) was heated to 60° C., becoming a solution. The reaction was stirred for 6 hours at that temperature. After cooling to room temperature, the solution was diluted with water (15 mL). The resulting milky suspension was s... Reactants: C(C)(=O)Cl (acetyl chloride), ClC1=CC=C(C=N1)CNC(SC)=N[N+](=O)[O-] (N-(6-chloro-3-pyridylmethyl)-S-methyl-N'-nitroisothiourea), C(C)#N (acetonitrile). The solvent is N1=CC=CC=C1 (pyridine). Reaction conditions: time 1 hour. Yields the product C(C)(=O)N(C(SC)=N[N+](=O)[O-])CC=1C=NC(=CC1)Cl (N-acetyl-N-(6-chloro-3-pyridylmethyl)-S-methyl-N'-nitroisothiourea). Isolated yield 106.0%. Reaction SMILES: [Cl:1][C:2]1[N:7]=[CH:6][C:5]([CH2:8][NH:9][C:10](=[N:13][N+:14]([O-:16])=[O:15])[S:11][CH3:12])=[CH:4][CH:3]=1.C(#N)C.[C:20](Cl)(=[O:22])[CH3:21]>N1C=CC=CC=1>[C:20]([N:9]([CH2:8][C:5]1[CH:6]=[N:7][C:2]([Cl:1])=[CH:3][CH:4]=1)[C:10](=[N:13][N+:14]([O-:16])=[O:15])[S:11][CH3:12])(=[O:22])[CH3:21]. Reported procedure: To a mixture of N-(6-chloro-3-pyridylmethyl)-S-methyl-N'-nitroisothiourea (1.3 g) and acetonitrile (10 ml) was added pyridine (1.6 g) and further dropwise acetyl chloride (0.79 g) under ice-cooling. After stirring for 1 hour under ice-cooling, the mixture was warmed to room temperature and stirred at the same temperature for 2 hours. The reaction mixture was concentrated and 50 ml of ether and 5 ml of 2N hydrochloric acid were added to the mixture which was then partitioned. The resultant organi... Starting materials: C(C=1C(O)=CC=CC1)=O (salicylaldehyde), C=O (formaldehyde), Cl (HCl). Reaction conditions: temperature 80 celsius, time 20 minute. The product is OCC1=CC=C(C(C=O)=C1)O (5-hydroxymethylsalicylaldehyde). RXN SMILES: [CH:1](=[O:9])[C:2]1[C:3](=[CH:5][CH:6]=[CH:7][CH:8]=1)[OH:4].[CH2:10]=[O:11].Cl>>[OH:11][CH2:10][C:7]1[CH:8]=[C:2]([CH:1]=[O:9])[C:3]([OH:4])=[CH:5][CH:6]=1. Procedure details: A mixture of 9 ml of salicylaldehyde (84.46 mmol), 17 ml of aqueous 37% formaldehyde solution (˜200 mmol) and 42 ml of concentrated HCl is heated on a water bath at 80° C. with stirring for 20 min. After cooling, the supernatant is removed by settling of the phases and the residual pink crystalline mass is taken up in 200 ml of boiling water. The suspension obtained is refluxed for 30 min. The supernatant is separated out after settling and placed at +4° C. to bring about crystallization of the ... The reactants are CC(C)=O, CC(C)S(=O)(=O)n1c(N)nc2ccc(C(=CCl)c3ccccc3)cc21, [Na+], [OH-], O. Yields the product Nc1nc2cc(C(=CCl)c3ccccc3)ccc2[nH]1. Reaction SMILES: [CH3:28][C:29](=[O:30])[CH3:31].[CH:1]([S:2](=[O:3])(=[O:4])[n:7]1[c:8]([NH2:25])[n:9][c:10]2[c:11]1[cH:12][c:13]([C:16]([c:17]1[cH:18][cH:19][cH:20][cH:21][cH:22]1)=[CH:23][Cl:24])[cH:14][cH:15]2)([CH3:5])[CH3:6].[Na+:27].[OH-:26].[OH2:32]>>[n:7]1[c:8]([NH2:25])[nH:9][c:10]2[c:11]1[cH:12][c:13]([C:16]([c:17]1[cH:18][cH:19][cH:20][cH:21][cH:22]1)=[CH:23][Cl:24])[cH:14][cH:15]2. The reactants are Cl.NCC(C(=O)OC)C (methyl 3-amino-2-methyl-propanoate hydrochloride salt), N[C@H](CC(=O)O)C ((S)-3-aminobutanoic acid). The product is Cl.N[C@H](CC(=O)OC)C (methyl (3S)-3-aminobutanoate hydrochloride salt). As a reaction SMILES: [ClH:1].[NH2:2][CH2:3][CH:4](C)[C:5]([O:7][CH3:8])=[O:6].N[C@@H:11](C)CC(O)=O>>[ClH:1].[NH2:2][C@@H:3]([CH3:11])[CH2:4][C:5]([O:7][CH3:8])=[O:6] |f:0.1,3.4|. Procedure: Compound 58-B was prepared in analogy to compound W in Example 20 by using (S)-3-aminobutanoic acid instead of DL-3-aminoisobutyric acid. Reactants: COC1=CC(=NC(=N1)S(=O)(=O)C)N[C@H]1CN(CCC1)C(=O)OC(C)(C)C ((R)-Tert-butyl 3-(6-methoxy-2-(methylsulfonyl)pyrimidin-4-ylamino)piperidine-1-carboxylate), N1CCOCC1 (morpholine). The solvent is C(C)#N (acetonitrile). Conditions: temperature 100 celsius. Yields the product COC1=CC(=NC(=N1)N1CCOCC1)N[C@H]1CN(CCC1)C(=O)OC(C)(C)C ((R)-Tert-butyl 3-(6-methoxy-2-morpholinopyrimidin-4-ylamino)piperidine-1-carboxylate). As a reaction SMILES: [CH3:1][O:2][C:3]1[N:8]=[C:7](S(C)(=O)=O)[N:6]=[C:5]([NH:13][C@@H:14]2[CH2:19][CH2:18][CH2:17][N:16]([C:20]([O:22][C:23]([CH3:26])([CH3:25])[CH3:24])=[O:21])[CH2:15]2)[CH:4]=1.[NH:27]1[CH2:32][CH2:31][O:30][CH2:29][CH2:28]1>C(#N)C>[CH3:1][O:2][C:3]1[N:8]=[C:7]([N:27]2[CH2:32][CH2:31][O:30][CH2:29][CH2:28]2)[N:6]=[C:5]([NH:13][C@@H:14]2[CH2:19][CH2:18][CH2:17][N:16]([C:20]([O:22][C:23]([CH3:26])([CH3:25])[CH3:24])=[O:21])[CH2:15]2)[CH:4]=1. Procedure details: Compound 19 (150 mg, 0.405 mmol) was dissolved in acetonitrile (2 mL) and morpholine (0.282 mL, 3.24 mmol) was added, The solution was sealed and heated to 100° C. for 18 h. The solution was concentrated and the residue was purified by column chromatography on silica gel, eluting with EtOAc/hexane to give the title compound as a colorless oil. 1H NMR (CDCl3) δ 5.13 (s, 1H), 4.52-4.51 (m, 1H), 3.82 (s, 3H), 3.72 (s, 8H), 3.62-3.59 (m, 2H), 3.14-3.10 (m, 2H), 1.94 (m, 1H), 1.72-1.70 (m, 1H), 1.55-... Reactants: COC(=O)C1(OC2=C(C(=C(C(=C2CC1)C)O)C)C)C (6-hydroxy-2,5,7,8-tetramethyl-chroman-2-carboxylic acid methyl ester), C(C)(C)(C)[Si](OCl)(C)C (t-butyl-dimethyl-silyloxy chloride), N1C=NC=C1 (imidazole). The solvent is CN(C)C=O (DMF), C(C)(=O)OCC (ethyl acetate). Product: COC(=O)C1(OC2=C(C(=C(C(=C2CC1)C)O[Si](C)(C)C(C)(C)C)C)C)C (6-(t-butyl-dimethyl-silyloxy)-2,5,7,8-tetramethyl-chroman-2-carboxylic acid methyl ester). Yield: 99.0%. Reaction SMILES: [CH3:1][O:2][C:3]([C:5]1([CH3:19])[CH2:14][CH2:13][C:12]2[C:7](=[C:8]([CH3:18])[C:9]([CH3:17])=[C:10]([OH:16])[C:11]=2[CH3:15])[O:6]1)=[O:4].[C:20]([Si:24]([CH3:28])([CH3:27])OCl)([CH3:23])([CH3:22])[CH3:21].N1C=CN=C1>CN(C=O)C.C(OCC)(=O)C>[CH3:1][O:2][C:3]([C:5]1([CH3:19])[CH2:14][CH2:13][C:12]2[C:7](=[C:8]([CH3:18])[C:9]([CH3:17])=[C:10]([O:16][Si:24]([C:20]([CH3:23])([CH3:22])[CH3:21])([CH3:28])[CH3:27])[C:11]=2[CH3:15])[O:6]1)=[O:4]. Reported procedure: Step a. A solution of 6-hydroxy-2,5,7,8-tetramethyl-chroman-2-carboxylic acid methyl ester (i, 41.9 mmol), t-butyl-dimethyl-silyloxy chloride (62.8 mmol), and imidazole (172.2 mmol) in 100 mL of DMF was stirred at 85-95° C. for 16 h, and cooled to room temperature. The solution was diluted with 200 mL of ethyl acetate, washed, in tandem, with H2O, 1% HCl, saturated NaHCO3, and brine, dried with Na2SO4, and concentrated. Purification by flash silica gel chromatography gave the product, 6-(t-butyl...